From a dataset of the Open Reaction Database (ORD), a public repository of structured organic reaction records. describe an organic reaction: reactants, conditions, products, and yield Reactants: Cc1cc2cc(Br)cnc2n1S(=O)(=O)c1ccc(Br)cc1, C1CCOC1, CCOC(C)=O, [Na+], [OH-], O. Product: Cc1cc2cc(Br)cnc2[nH]1. As a reaction SMILES: [Br:1][c:2]1[cH:3][c:4]2[c:5]([n:6][cH:7]1)[n:8]([S:12]([c:13]1[cH:14][cH:15][c:16]([Br:17])[cH:18][cH:19]1)(=[O:20])=[O:21])[c:9]([CH3:11])[cH:10]2.[CH2:31]1[O:32][CH2:33][CH2:34][CH2:35]1.[CH3:25][CH2:26][O:27][C:28]([CH3:29])=[O:30].[Na+:23].[OH-:22].[OH2:24]>>[Br:1][c:2]1[cH:3][c:4]2[c:5]([n:6][cH:7]1)[nH:8][c:9]([CH3:11])[cH:10]2. Starting materials: COC(=O)C1=CC=C(C=C1)C=1C([C@@H]2CC[C@]3([C@@]4(CC[C@@]5([C@@H]([C@H]4CC[C@@H]3[C@]2(CC1)C)[C@@H](CC5)C(=C)C)NCCN5CCN(CC5)C(=O)OC(C)(C)C)C)C)(C)C (tert-butyl 4-(2-(((1R,3aS,5aR,5bR,7aR,11aS,11bR,13aR,13bR)-9-(4-(methoxycarbonyl)phenyl)-5a,5b,8,8,11a-pentamethyl-1-(prop-1-en-2-yl)-2,3,3a,4,5,5a,5b,6,7,7a,8,11,11a,11b,12,13,13a,13b-octadecahydro-1H-cyclopenta[a]chrysen-3a-yl)amino)ethyl)piperazine-1-carboxylate), [OH-].[Na+] (sodium hydroxide). The solvent is O1CCOCC1 (dioxane). Reaction conditions: temperature 80 celsius. The product is C(C)(C)(C)OC(=O)N1CCN(CC1)CCN[C@]12[C@@H]([C@H]3CC[C@@H]4[C@]5(CC=C(C([C@@H]5CC[C@]4([C@@]3(CC1)C)C)(C)C)C1=CC=C(C(=O)O)C=C1)C)[C@@H](CC2)C(=C)C (4-((1R,3aS,5aR,5bR,7aR,11aS,11bR,13aR,13bR)-3a-((2-(4-(tert-butoxycarbonyl)piperazin-1-yl)ethyl)amino)-5a,5b,8,8,11a-pentamethyl-1-(prop-1-en-2-yl)-2,3,3a,4,5,5a,5b,6,7,7a,8,11,11a,11b,12,13,13a,13b-octadecahydro-1H-cyclopenta[a]chrysen-9-yl)benzoic acid). Isolated yield 40.8%. As a reaction SMILES: C[O:2][C:3]([C:5]1[CH:10]=[CH:9][C:8]([C:11]2[C:12]([CH3:55])([CH3:54])[C@H:13]3[C@:26]([CH3:29])([CH2:27][CH:28]=2)[C@@H:25]2[C@:16]([CH3:53])([C@@:17]4([CH3:52])[C@H:22]([CH2:23][CH2:24]2)[C@H:21]2[C@H:30]([C:33]([CH3:35])=[CH2:34])[CH2:31][CH2:32][C@:20]2([NH:36][CH2:37][CH2:38][N:39]2[CH2:44][CH2:43][N:42]([C:45]([O:47][C:48]([CH3:51])([CH3:50])[CH3:49])=[O:46])[CH2:41][CH2:40]2)[CH2:19][CH2:18]4)[CH2:15][CH2:14]3)=[CH:7][CH:6]=1)=[O:4].[OH-].[Na+]>O1CCOCC1>[C:48]([O:47][C:45]([N:42]1[CH2:41][CH2:40][N:39]([CH2:38][CH2:37][NH:36][C@:20]23[CH2:32][CH2:31][C@@H:30]([C:33]([CH3:35])=[CH2:34])[C@@H:21]2[C@@H:22]2[C@@:17]([CH3:52])([CH2:18][CH2:19]3)[C@@:16]3([CH3:53])[C@@H:25]([C@:26]4([CH3:29])[C@@H:13]([CH2:14][CH2:15]3)[C:12]([CH3:55])([CH3:54])[C:11]([C:8]3[CH:9]=[CH:10][C:5]([C:3]([OH:4])=[O:2])=[CH:6][CH:7]=3)=[CH:28][CH2:27]4)[CH2:24][CH2:23]2)[CH2:44][CH2:43]1)=[O:46])([CH3:49])([CH3:50])[CH3:51] |f:1.2|. Procedure: A mixture of tert-butyl 4-(2-(((1R,3aS,5aR,5bR,7aR,11aS,11bR,13aR,13bR)-9-(4-(methoxycarbonyl)phenyl)-5a,5b,8,8,11a-pentamethyl-1-(prop-1-en-2-yl)-2,3,3a,4,5,5a,5b,6,7,7a,8,11,11a,11b,12,13,13a,13b-octadecahydro-1H-cyclopenta[a]chrysen-3a-yl)amino)ethyl)piperazine-1-carboxylate (4 mg, 5.29 μmol) and sodium hydroxide (0.053 mL, 0.053 mmol) in dioxane (1 mL) was heated up at 80° C. for 3 hours. The reaction mixture was filtered and the clear solution was purified by HPLC to provide the desired pro... Reactants: [Al+3], [H-], [H-], [H-], [H-], [Li+], C1COCCO1, O=C(CC1c2ccccc2CCc2ccccc21)N1CCCC1. Yields the product c1ccc2c(c1)CCc1ccccc1C2CCN1CCCC1. Reaction SMILES: [Al+3:2].[H-:1].[H-:4].[H-:5].[H-:6].[Li+:3].[O:30]1[CH2:31][CH2:32][O:33][CH2:34][CH2:35]1.[cH:7]1[cH:8][cH:9][cH:10][c:11]2[c:17]1[CH2:16][CH2:15][c:14]1[c:13]([cH:21][cH:20][cH:19][cH:18]1)[CH:12]2[CH2:22][C:23](=[O:24])[N:25]1[CH2:26][CH2:27][CH2:28][CH2:29]1>>[cH:7]1[cH:8][cH:9][cH:10][c:11]2[c:17]1[CH2:16][CH2:15][c:14]1[c:13]([cH:21][cH:20][cH:19][cH:18]1)[CH:12]2[CH2:22][CH2:23][N:25]1[CH2:26][CH2:27][CH2:28][CH2:29]1.